This data is from the Open Reaction Database (ORD), a public repository of structured organic reaction records. The task is: describe an organic reaction: reactants, conditions, products, and yield The reactants are C=O (CH2O), [K+].[Br-] (KBr), NC=1C=C(/C=C/C(=O)OCC)C=CC1 (ethyl (E)-3-aminocinnamate), N,N'-carbonyldiimidazole, NCC(=O)N1C(C(=O)OC(C)(C)C)CCC1C1=CC=CC=C1 (tert-butyl (2RS,5SR)-1-(2-aminoacetyl)-5-phenylprolinate). The solvent is ClCCCl (1,2-dichloroethane). Product: C(C)(C)(C)OC(=O)C1N(C(CC1)C1=CC=CC=C1)C(CNC(NC=1C=C(/C=C/C(=O)OCC)C=CC1)=O)=O (ethyl (E)-3-{3-[2-((2RS,5SR)-2-tert-butoxycarbonyl-5-phenyl-1-pyrrolidinyl)-2-oxoethyl]ureido}cinnamate). RXN SMILES: [NH2:1][CH2:2][C:3]([N:5]1[CH:16]([C:17]2[CH:22]=[CH:21][CH:20]=[CH:19][CH:18]=2)[CH2:15][CH2:14][CH:6]1[C:7]([O:9][C:10]([CH3:13])([CH3:12])[CH3:11])=[O:8])=[O:4].[CH2:23]=[O:24].[K+].[Br-].[NH2:27][C:28]1[CH:29]=[C:30]([CH:38]=[CH:39][CH:40]=1)/[CH:31]=[CH:32]/[C:33]([O:35][CH2:36][CH3:37])=[O:34]>ClCCCl>[C:10]([O:9][C:7]([CH:6]1[CH2:14][CH2:15][CH:16]([C:17]2[CH:18]=[CH:19][CH:20]=[CH:21][CH:22]=2)[N:5]1[C:3](=[O:4])[CH2:2][NH:1][C:23](=[O:24])[NH:27][C:28]1[CH:29]=[C:30]([CH:38]=[CH:39][CH:40]=1)/[CH:31]=[CH:32]/[C:33]([O:35][CH2:36][CH3:37])=[O:34])=[O:8])([CH3:13])([CH3:12])[CH3:11] |f:2.3|. Procedure: By proceeding in a fashion similar to that described in Example 3, but starting from 3.6 g of N,N'-carbonyldiimidazole, 6.2 g of tert-butyl (2RS,5SR)-1-(2-aminoacetyl)-5-phenylprolinate in solution in 150 cm3 of anhydrous 1,2-dichloroethane and 3.9 g of ethyl (E)-3-aminocinnamate, 4.8 g of ethyl (E)-3-{3-[2-((2RS,5SR)-2-tert-butoxycarbonyl-5-phenyl-1-pyrrolidinyl)-2-oxoethyl]ureido}cinnamate are obtained [proton NMR (250 MHz, DMSO D6, δ in ppm, J in Hz), 2 rotamers at room temperature, peak coal...